describe an organic reaction: reactants, conditions, products, and yield From a dataset of the Open Reaction Database (ORD), a public repository of structured organic reaction records. Starting materials: CCN1C(=O)N(c2cc(OC)cc(OC)c2)Cc2cnc(SC)nc21, ClCCl, O=S(=O)(c1ccccc1)N1OC1c1ccccc1. Product: CCN1C(=O)N(c2cc(OC)cc(OC)c2)Cc2cnc(S(C)=O)nc21. RXN SMILES: [CH3:1][O:2][c:3]1[cH:4][c:5]([N:11]2[C:12](=[O:25])[N:13]([CH2:23][CH3:24])[c:14]3[n:15][c:16]([S:21][CH3:22])[n:17][cH:18][c:19]3[CH2:20]2)[cH:6][c:7]([O:9][CH3:10])[cH:8]1.[Cl:44][CH2:45][Cl:46].[c:26]1([CH:27]2[N:28]([S:29]([c:30]3[cH:31][cH:32][cH:33][cH:35][cH:36]3)(=[O:37])=[O:38])[O:34]2)[cH:39][cH:40][cH:41][cH:42][cH:43]1>>[CH3:1][O:2][c:3]1[cH:4][c:5]([N:11]2[C:12](=[O:25])[N:13]([CH2:23][CH3:24])[c:14]3[n:15][c:16]([S:21]([CH3:22])=[O:34])[n:17][cH:18][c:19]3[CH2:20]2)[cH:6][c:7]([O:9][CH3:10])[cH:8]1. Starting materials: O(C1=CC=CC=C1)C=1C=C(C=CC1)CC(=O)OCC (ethyl α-(m-phenoxyphenyl)acetate), C(OCC)(OCC)=O (diethyl carbonate), [Na] (sodium). The product is O(C1=CC=CC=C1)C=1C=C(C=CC1)C(C(=O)OCC)C(=O)OCC (diethyl 2-(m-phenoxyphenyl)malonate). Reaction SMILES: [O:1]([C:8]1[CH:9]=[C:10]([CH2:14][C:15]([O:17][CH2:18][CH3:19])=[O:16])[CH:11]=[CH:12][CH:13]=1)[C:2]1[CH:7]=[CH:6][CH:5]=[CH:4][CH:3]=1.[C:20](=O)([O:24]CC)[O:21][CH2:22][CH3:23].[Na]>>[O:1]([C:8]1[CH:9]=[C:10]([CH:14]([C:20]([O:21][CH2:22][CH3:23])=[O:24])[C:15]([O:17][CH2:18][CH3:19])=[O:16])[CH:11]=[CH:12][CH:13]=1)[C:2]1[CH:3]=[CH:4][CH:5]=[CH:6][CH:7]=1 |^1:27|. Procedure details: The method which comprises brominating m-methyldiphenyl ether with N-bromosuccinimide to form m-(bromomethyl)diphenyl ether, reacting it with sodium cyanide in dimethylsulfoxide to form m-(cyanomethyl)diphenyl ether, hydrolyzing and esterifying it to form ethyl α-(m-phenoxyphenyl)acetate, reacting the resulting ester with diethyl carbonate in the presence of metallic sodium to form diethyl 2-(m-phenoxyphenyl)malonate, reacting the product with methyl iodide to form diethyl 2-methyl-2-(m-phenoxyp... The reactants are BrC=1C=C(C=C(C1OCC1CC1)Cl)C(C(=O)OCC)CCOC (ethyl 2-(3-bromo-5-chloro-4-(cyclopropylmethoxy)-phenyl)-4-methoxybutanoate), C(=O)([O-])[O-].[Cs+].[Cs+] (Cs2CO3), Pd(TPP)4, FC(C1=CC=C(C=C1)B(O)O)(F)F (4-(trifluoromethyl)phenyl boronic acid). The solvent is CN(C)C=O (DMF), O (water). Run at temperature 80 celsius, time 14 hour. Yields the product ClC=1C=C(C=C(C1OCC1CC1)C1=CC=C(C=C1)C(F)(F)F)C(C(=O)OCC)CCOC (ethyl 2-(5-chloro-6-(cyclopropylmethoxy)-4′-(trifluoromethyl)biphenyl-3-yl)-4-methoxybutanoate). Isolated yield 45.0%. RXN SMILES: Br[C:2]1[CH:3]=[C:4]([CH:14]([CH2:20][CH2:21][O:22][CH3:23])[C:15]([O:17][CH2:18][CH3:19])=[O:16])[CH:5]=[C:6]([Cl:13])[C:7]=1[O:8][CH2:9][CH:10]1[CH2:12][CH2:11]1.C([O-])([O-])=O.[Cs+].[Cs+].[F:30][C:31]([F:42])([F:41])[C:32]1[CH:37]=[CH:36][C:35](B(O)O)=[CH:34][CH:33]=1>CN(C=O)C.O>[Cl:13][C:6]1[CH:5]=[C:4]([CH:14]([CH2:20][CH2:21][O:22][CH3:23])[C:15]([O:17][CH2:18][CH3:19])=[O:16])[CH:3]=[C:2]([C:35]2[CH:36]=[CH:37][C:32]([C:31]([F:42])([F:41])[F:30])=[CH:33][CH:34]=2)[C:7]=1[O:8][CH2:9][CH:10]1[CH2:12][CH2:11]1 |f:1.2.3|. Procedure details: To a stirred solution of ethyl 2-(3-bromo-5-chloro-4-(cyclopropylmethoxy)-phenyl)-4-methoxybutanoate (2.3 g, 5.660 mmol) in a mixture of DMF (50 mL) and water (5 mL) were added Cs2CO3 (6.4 g, 19.815 mmol), Pd(TPP)4 (1.3 g, 1.120 mmol) and 4-(trifluoromethyl)phenyl boronic acid (1.29 g, 6.780 mmol) at RT under N2 atmosphere and the resulting mixture was stirred at 80° C. for 14 h. After completion of starting material (by TLC), filtered off the catalyst and celite bed was washed with EtOAc and ex... Starting materials: C1(CCCC1)C[C@@H](C(=O)N1N=CC[C@H]1C(=O)NC1=NC=NC=C1)CN(OCC1=CC=CC=C1)C=O ((5S)-1-[(2R)-3-cyclopentyl-2-({formyl[(phenylmethyl)oxy]amino}methyl)propanoyl]-N-4-pyrimidinyl-4,5-dihydro-1H-pyrazole-5-carboxamide). The reagents and catalysts are [OH-].[OH-].[Pd+2] (Pearlman's catalyst). Solvent: CO (methanol). Run at time 50 minute. The product is C1(CCCC1)C[C@@H](C(=O)N1N=CC[C@H]1C(=O)NC1=NC=NC=C1)CN(O)C=O ((5S)-1-((2R)-3-cyclopentyl-2-{[formyl(hydroxy)amino]methyl}propanoyl)-N-4-pyrimidinyl-4,5-dihydro-1H-pyrazole-5-carboxamide). Yield: 93.1%. As a reaction SMILES: [CH:1]1([CH2:6][C@H:7]([CH2:24][N:25]([CH:34]=[O:35])[O:26]CC2C=CC=CC=2)[C:8]([N:10]2[C@H:14]([C:15]([NH:17][C:18]3[CH:23]=[CH:22][N:21]=[CH:20][N:19]=3)=[O:16])[CH2:13][CH:12]=[N:11]2)=[O:9])[CH2:5][CH2:4][CH2:3][CH2:2]1>[OH-].[OH-].[Pd+2].CO>[CH:1]1([CH2:6][C@H:7]([CH2:24][N:25]([CH:34]=[O:35])[OH:26])[C:8]([N:10]2[C@H:14]([C:15]([NH:17][C:18]3[CH:23]=[CH:22][N:21]=[CH:20][N:19]=3)=[O:16])[CH2:13][CH:12]=[N:11]2)=[O:9])[CH2:2][CH2:3][CH2:4][CH2:5]1 |f:1.2.3|. Procedure details: A mixture of (5S)-1-[(2R)-3-cyclopentyl-2-({formyl[(phenylmethyl)oxy]amino}methyl)propanoyl]-N-4-pyrimidinyl-4,5-dihydro-1H-pyrazole-5-carboxamide (76 mg, 0.159 mmol) and Pearlman's catalyst (22.30 mg, 0.032 mmol) in methanol (8.8 ml) was degassed and placed under 1 atm of H2 at ambient temperature. After 1 h 50 min, the reaction mixture was filtered and concentrated to give a residue which was purified by RP-HPLC to give (5S)-1-((2R)-3-cyclopentyl-2-{[formyl(hydroxy)amino]methyl}propanoyl)-N-4-... Reactants: C1CCOC1, COCOc1ccc(C(C)(O[Si](C)(C)C)C(F)(F)F)nc1, Cl. Product: COCOc1ccc(C(C)(O)C(F)(F)F)nc1. Reaction SMILES: [CH2:23]1[O:24][CH2:25][CH2:26][CH2:27]1.[CH3:1][O:2][CH2:3][O:4][c:5]1[cH:6][cH:7][c:8]([C:11]([C:12]([F:13])([F:14])[F:15])([O:16][Si:17]([CH3:18])([CH3:19])[CH3:20])[CH3:21])[n:9][cH:10]1.[ClH:22]>>[CH3:1][O:2][CH2:3][O:4][c:5]1[cH:6][cH:7][c:8]([C:11]([C:12]([F:13])([F:14])[F:15])([OH:16])[CH3:21])[n:9][cH:10]1. Product: CCC(=O)N1CCC(Oc2ccc(NS(=O)(=O)c3ccc(C(C)C)cc3)c(C)n2)C1. Starting materials: CCC(=O)N1CCC(Oc2ccc(N)c(C)n2)C1, CC(C)c1ccc(S(=O)(=O)Cl)cc1, ClCCl, [Na+], [OH-], c1ccncc1. RXN SMILES: [CH3:1][c:2]1[n:3][c:4]([O:9][CH:10]2[CH2:11][N:12]([C:15]([CH2:16][CH3:17])=[O:18])[CH2:13][CH2:14]2)[cH:5][cH:6][c:7]1[NH2:8].[CH:19]([CH3:20])([CH3:21])[c:22]1[cH:23][cH:24][c:25]([S:28](=[O:29])(=[O:30])[Cl:31])[cH:26][cH:27]1.[Cl:38][CH2:39][Cl:40].[Na+:42].[OH-:41].[cH:32]1[cH:33][cH:34][n:35][cH:36][cH:37]1>>[CH3:1][c:2]1[n:3][c:4]([O:9][CH:10]2[CH2:11][N:12]([C:15]([CH2:16][CH3:17])=[O:18])[CH2:13][CH2:14]2)[cH:5][cH:6][c:7]1[NH:8][S:28]([c:25]1[cH:24][cH:23][c:22]([CH:19]([CH3:20])[CH3:21])[cH:27][cH:26]1)(=[O:29])=[O:30].